This data is from the Open Reaction Database (ORD), a public repository of structured organic reaction records. The task is: describe an organic reaction: reactants, conditions, products, and yield Reactants: BrCCCCO (1-bromobutan-4-ol), O.C1(=CC=C(C=C1)S(=O)(=O)O)C (p-toluenesulfonic acid monohydrate), C[N+]1(CCOCC1)[O-] (NMO), C(COCCO)O (diethylene glycol). Reagents/catalysts: CCC[N+](CCC)(CCC)CCC.[O-][Ru](=O)(=O)=O (TPAP). Run in ClCCl (dichloromethane), ClCCl (dichloromethane). The product is BrCCCC(OCCOCCO)OCCOCCO (7-(3-Bromopropyl)-3,6,8,11-tetraoxatridecane-1,13-diol). Yield: 58.8%. Reaction SMILES: [Br:1][CH2:2][CH2:3][CH2:4][CH2:5][OH:6].C[N+]1([O-])[CH2:13][CH2:12][O:11][CH2:10][CH2:9]1.[CH2:15]([OH:21])[CH2:16][O:17][CH2:18][CH2:19][OH:20].O.C1(C)C=CC(S(O)(=O)=[O:30])=CC=1>CCC[N+](CCC)(CCC)CCC.[O-][Ru](=O)(=O)=O.ClCCl>[Br:1][CH2:2][CH2:3][CH2:4][CH:5]([O:21][CH2:15][CH2:16][O:17][CH2:18][CH2:19][OH:20])[O:6][CH2:9][CH2:10][O:11][CH2:12][CH2:13][OH:30] |f:3.4,5.6|. Reported procedure: The above procedure was carried out using the following quantities: 1-bromobutan-4-ol (1.70 g, 11.1 mmol), NMO (1.47 g, 12.1 mmol), molecular sieves (3.30 g), dichloromethane (45 mL), TPAP (0.39 g, 1.11 mmol); diethylene glycol (3.99 mL, 44.4 mmol), p-toluenesulfonic acid monohydrate (0.64 g, 3.35 mmol), molecular sieves (4.40 g) and dichloromethane (50 mL). Purification by chromatography on neutral alumina (gradient; dichloromethane to 2% methanol in dichloromethane) afforded the titled compoun...